Task: describe an organic reaction: reactants, conditions, products, and yield. Dataset: the Open Reaction Database (ORD), a public repository of structured organic reaction records The product is CC=Cc1cc2c(c(C(F)(F)F)c1)C(=O)N1CCN(C(=O)OC(C)(C)C)CC21. The reactants are CC(C)(C)OC(=O)N1CCN2C(=O)c3c(cc(Br)cc3C(F)(F)F)C2C1, O=C([O-])[O-], COCCOC, CC=CB(O)O, [K+], [K+], O. RXN SMILES: [C:1]([CH3:2])([CH3:3])([CH3:4])[O:5][C:6](=[O:7])[N:8]1[CH2:9][CH:10]2[N:11]([C:12](=[O:24])[c:13]3[c:14]([C:20]([F:21])([F:22])[F:23])[cH:15][c:16]([Br:19])[cH:17][c:18]32)[CH2:25][CH2:26]1.[C:33](=[O:34])([O-:35])[O-:36].[CH3:40][O:41][CH2:42][CH2:43][O:44][CH3:45].[CH:27](=[CH:28][CH3:29])[B:30]([OH:31])[OH:32].[K+:37].[K+:38].[OH2:39]>>[C:1]([CH3:2])([CH3:3])([CH3:4])[O:5][C:6](=[O:7])[N:8]1[CH2:9][CH:10]2[N:11]([C:12](=[O:24])[c:13]3[c:14]([C:20]([F:21])([F:22])[F:23])[cH:15][c:16]([CH:27]=[CH:28][CH3:29])[cH:17][c:18]32)[CH2:25][CH2:26]1. Starting materials: C(C)OC(=O)C1NC2=CC=CC(=C2C1)C(=O)NC1=C(C=C(C(=O)N(C2=C(C=C(C=C2)C)OCCCCCC(=O)N2CCN(CC2)C)C)C=C1)OC (4-[(2-ethoxycarbonylindolin-4-yl)carbonyl]amino-3-methoxy-N-methyl-N-[4-methyl-2-[5-(4-methylpiperazin-1-yl)carbonylpent-1-yloxy]phenyl]benzamide), N.CO (ammonia methanol). The product is C(N)(=O)C1NC2=CC=CC(=C2C1)C(=O)NC1=C(C=C(C(=O)N(C2=C(C=C(C=C2)C)OCCCCCC(=O)N2CCN(CC2)C)C)C=C1)OC (4-[(2-carbamoylindolin-4-yl)carbonyl]amino-3-methoxy-N-methyl-N-[4-methyl-2-[5-(4-methylpiperazin-1-yl)carbonylpent-1-yloxy]phenyl]benzamide). RXN SMILES: C([O:3][C:4]([CH:6]1[CH2:14][C:13]2[C:8](=[CH:9][CH:10]=[CH:11][C:12]=2[C:15]([NH:17][C:18]2[CH:49]=[CH:48][C:21]([C:22]([N:24]([CH3:47])[C:25]3[CH:30]=[CH:29][C:28]([CH3:31])=[CH:27][C:26]=3[O:32][CH2:33][CH2:34][CH2:35][CH2:36][CH2:37][C:38]([N:40]3[CH2:45][CH2:44][N:43]([CH3:46])[CH2:42][CH2:41]3)=[O:39])=[O:23])=[CH:20][C:19]=2[O:50][CH3:51])=[O:16])[NH:7]1)=O)C.[NH3:52].CO>>[C:4]([CH:6]1[CH2:14][C:13]2[C:8](=[CH:9][CH:10]=[CH:11][C:12]=2[C:15]([NH:17][C:18]2[CH:49]=[CH:48][C:21]([C:22]([N:24]([CH3:47])[C:25]3[CH:30]=[CH:29][C:28]([CH3:31])=[CH:27][C:26]=3[O:32][CH2:33][CH2:34][CH2:35][CH2:36][CH2:37][C:38]([N:40]3[CH2:45][CH2:44][N:43]([CH3:46])[CH2:42][CH2:41]3)=[O:39])=[O:23])=[CH:20][C:19]=2[O:50][CH3:51])=[O:16])[NH:7]1)(=[O:3])[NH2:52] |f:1.2|. Reported procedure: The solution of 4-[(2-ethoxycarbonylindolin-4-yl)carbonyl]amino-3-methoxy-N-methyl-N-[4-methyl-2-[5-(4-methylpiperazin-1-yl)carbonylpent-1-yloxy]phenyl]benzamide (175 mg) in ammonia-methanol solution (8.0 ml) was stood overnight at ambient temperature. The solvent was evaporated in vacuo and the residue was purified by silica gel column chromatography (eluent; 8-10% methanol in chloroform) to give 4-[(2-carbamoylindolin-4-yl)carbonyl]amino-3-methoxy-N-methyl-N-[4-methyl-2-[5-(4-methylpiperazin-1... Reactants: CCN(CC)CC#CC(=O)O, CN1CCOCC1, CC(C)COC(=O)Cl, N#Cc1cnc2ccc(N)cc2c1Nc1ccc(F)c(Cl)c1, C1CCOC1, c1ccncc1. The product is CCN(CC)CC#CC(=O)Nc1ccc2ncc(C#N)c(Nc3ccc(F)c(Cl)c3)c2c1. As a reaction SMILES: [CH2:9]([CH3:10])[N:11]([CH2:12][C:13]#[C:14][C:15](=[O:16])[OH:17])[CH2:18][CH3:19].[CH3:20][N:21]1[CH2:22][CH2:23][O:24][CH2:25][CH2:26]1.[Cl:1][C:2]([O:3][CH2:4][CH:5]([CH3:6])[CH3:7])=[O:8].[NH2:27][c:28]1[cH:29][c:30]2[c:31]([NH:40][c:41]3[cH:42][c:43]([Cl:48])[c:44]([F:47])[cH:45][cH:46]3)[c:32]([C:38]#[N:39])[cH:33][n:34][c:35]2[cH:36][cH:37]1.[O:49]1[CH2:50][CH2:51][CH2:52][CH2:53]1.[cH:54]1[cH:55][cH:56][n:57][cH:58][cH:59]1>>[CH2:9]([CH3:10])[N:11]([CH2:12][C:13]#[C:14][C:15](=[O:17])[NH:27][c:28]1[cH:29][c:30]2[c:31]([NH:40][c:41]3[cH:42][c:43]([Cl:48])[c:44]([F:47])[cH:45][cH:46]3)[c:32]([C:38]#[N:39])[cH:33][n:34][c:35]2[cH:36][cH:37]1)[CH2:18][CH3:19]. Reactants: N1CCCCC1 (Piperidine), SeO2, OC=1C=C(C(=O)OC)C=CC1C(C)=O (methyl 3-hydroxy-4-acetyl-benzoate), C(C=1C(O)=CC=CC1)=O (salicylaldehyde). The solvent is C(C)O (ethanol), O (water), alcohol. The product is C(=O)(O)C1=CC=C2C(C=C(OC2=C1)C1=C(C=CC=C1)OC(C)C)=O (7-carboxy-2'-isopropoxy-flavone). RXN SMILES: N1CC[CH2:4][CH2:3][CH2:2]1.[OH:7][C:8]1[CH:9]=[C:10]([CH:15]=[CH:16][C:17]=1[C:18](=[O:20])[CH3:19])[C:11]([O:13]C)=[O:12].[CH:21](=O)[C:22]1[C:23](=[CH:25][CH:26]=[CH:27][CH:28]=1)[OH:24]>C(O)C.O>[C:11]([C:10]1[CH:9]=[C:8]2[C:17]([C:18](=[O:20])[CH:19]=[C:21]([C:22]3[CH:28]=[CH:27][CH:26]=[CH:25][C:23]=3[O:24][CH:3]([CH3:4])[CH3:2])[O:7]2)=[CH:16][CH:15]=1)([OH:13])=[O:12]. Procedure details: Piperidine (200 m) was added to a solution consisting of methyl 3-hydroxy-4-acetyl-benzoate (15 g) and salicylaldehyde (15 g) in absolute ethanol (400 ml); the mixture was kept at reflux temperature for 40 hours. After cooling, acidification with hydrochloric acid and extraction with ethylacetate, the organic phase was washed with K2CO 3 5%, and with water, then evaporated to dryness. The residue, so obtained (11 g), was dissolved in n-amylic alcohol (200 ml) by adding SeO2 (11 g) and the soluti... Reactants: FC1=C(C=CC=C1)O (2-fluorophenol), ICC (iodoethane), C([O-])([O-])=O.[K+].[K+] (potassium carbonate). The solvent is CC(=O)C (acetone). Conditions: time 24 hour. The product is C(C)OC1=C(C=CC=C1)F (1-ethoxy-2-fluoro-benzene). Isolated yield 92.0%. As a reaction SMILES: [F:1][C:2]1[CH:7]=[CH:6][CH:5]=[CH:4][C:3]=1[OH:8].I[CH2:10][CH3:11].C(=O)([O-])[O-].[K+].[K+]>CC(C)=O>[CH2:10]([O:8][C:3]1[CH:4]=[CH:5][CH:6]=[CH:7][C:2]=1[F:1])[CH3:11] |f:2.3.4|. Procedure: A mixture of 2-fluorophenol (8.6 g, 77 mmol), iodoethane (9.2 mL, 120 mmol) and potassium carbonate (21 g, 150 mmol) (finely powdered) was stirred in acetone (100 mL) at 50° C. overnight, then at room temperature for 24 h. The mixture was filtered over a pad of silica gel, and was rinsing with ether. The solution was carefully concentrated (due to volatility of product), then microfiltered to give 1-ethoxy-2-fluoro-benzene (92%) as a yellow oil. 1H NMR (CDCl3, 500 MHz), δ 7.12-6.94 (m, 2H), 6.91... Starting materials: C1CCOC1, COc1cc(C)c(S(=O)(=O)N(C)CCOCC(=O)O)c(C)c1C, CN(C)C(c1ccccc1)C1CCC(N)CC1. Product: COc1cc(C)c(S(=O)(=O)N(C)CCOCC(=O)NC2CCC(C(c3ccccc3)N(C)C)CC2)c(C)c1C. Reaction SMILES: [CH2:41]1[O:42][CH2:43][CH2:44][CH2:45]1.[CH3:1][O:2][c:3]1[c:4]([CH3:23])[c:5]([CH3:22])[c:6]([S:10](=[O:11])(=[O:12])[N:13]([CH2:14][CH2:15][O:16][CH2:17][C:18](=[O:19])[OH:20])[CH3:21])[c:7]([CH3:9])[cH:8]1.[CH3:24][N:25]([CH3:26])[CH:27]([CH:28]1[CH2:29][CH2:30][CH:31]([NH2:34])[CH2:32][CH2:33]1)[c:35]1[cH:36][cH:37][cH:38][cH:39][cH:40]1>>[CH3:1][O:2][c:3]1[c:4]([CH3:23])[c:5]([CH3:22])[c:6]([S:10](=[O:11])(=[O:12])[N:13]([CH2:14][CH2:15][O:16][CH2:17][C:18](=[O:20])[NH:34][CH:31]2[CH2:30][CH2:29][CH:28]([CH:27]([N:25]([CH3:24])[CH3:26])[c:35]3[cH:36][cH:37][cH:38][cH:39][cH:40]3)[CH2:33][CH2:32]2)[CH3:21])[c:7]([CH3:9])[cH:8]1.